This data is from the Open Reaction Database (ORD), a public repository of structured organic reaction records. The task is: describe an organic reaction: reactants, conditions, products, and yield Starting materials: compound, CO (methanol), C(C)(=O)NC(C(=O)O)=CCP(=O)CO (2-acetamido-4-(hydroxymethylphosphinyl)-2-butenoic acid), CO (methanol), Cl (hydrochloric acid). Yields the product Cl (hydrochloric acid), Cl.N[C@@H](CCP(O)(=O)C)C(=O)O (L-homoalanin-4-yl(methyl)phosphinic acid hydrochloride). Yield: 91.9%. RXN SMILES: C([NH:4][C:5](=[CH:9][CH2:10][PH:11]([CH2:13]O)=[O:12])[C:6]([OH:8])=[O:7])(=O)C.[ClH:15].C[OH:17]>>[ClH:15].[ClH:15].[NH2:4][C@H:5]([C:6]([OH:8])=[O:7])[CH2:9][CH2:10][P:11]([CH3:13])(=[O:17])[OH:12] |f:4.5|. Procedure: 0.0087 g (0.019 mmol) of chloronorbornadienerhodium(I) dimer and 0.022 g (0.053 mmol) of the compound Va are dissolved in 5 ml of methanol under an atmosphere of argon. The catalyst solution obtained is added under argon to a solution of 2.21 g (0.01 mol) of 2-acetamido-4-(hydroxymethylphosphinyl)-2-butenoic acid in 45 ml of methanol. The reaction vessel is evacuated, then hydrogenation is performed at a pressure of 3.0 bar. After a reaction time of 44 hours, the reaction vessel is depressurized... Reactants: CC(C)NC(=O)Nc1ccc(-c2c(C#N)c3ccc(OCCCI)cc3n2C2CCC2)cc1, [Na], CN(C)C=O, c1nc[nH]n1. The product is CC(C)NC(=O)Nc1ccc(-c2c(C#N)c3ccc(OCCCn4cncn4)cc3n2C2CCC2)cc1. Reaction SMILES: [C:1](#[N:2])[c:3]1[c:4](-[c:21]2[cH:22][cH:23][c:24]([NH:27][C:28](=[O:29])[NH:30][CH:31]([CH3:32])[CH3:33])[cH:25][cH:26]2)[n:5]([CH:17]2[CH2:18][CH2:19][CH2:20]2)[c:6]2[cH:7][c:8]([O:12][CH2:13][CH2:14][CH2:15][I:16])[cH:9][cH:10][c:11]12.[Na:39].[O:40]=[CH:41][N:42]([CH3:43])[CH3:44].[nH:34]1[n:35][cH:36][n:37][cH:38]1>>[C:1](#[N:2])[c:3]1[c:4](-[c:21]2[cH:22][cH:23][c:24]([NH:27][C:28](=[O:29])[NH:30][CH:31]([CH3:32])[CH3:33])[cH:25][cH:26]2)[n:5]([CH:17]2[CH2:18][CH2:19][CH2:20]2)[c:6]2[cH:7][c:8]([O:12][CH2:13][CH2:14][CH2:15][n:34]3[n:35][cH:36][n:37][cH:38]3)[cH:9][cH:10][c:11]12.